The task is: describe an organic reaction: reactants, conditions, products, and yield. This data is from the Open Reaction Database (ORD), a public repository of structured organic reaction records. Starting materials: [F-].[Cs+] (CsF), C(=O)C1=CC=C(S1)CCCC(=O)OC (methyl 4-(5-formylthiophen-2-yl)butanoate), FC(F)(F)[Si](C)(C)C (trifluoromethyl trimethylsilane). Solvent: COCCOC (1,2-dimethoxyethane). Reaction conditions: time 4 hour. Product: FC(C(O)C1=CC=C(S1)CCCC(=O)OC)(F)F (methyl 4-(5-(2,2,2-trifluoro-1-hydroxyethyl)thiophen-2-yl)butanoate). The yield is 47.4%. RXN SMILES: [F-].[Cs+].[CH:3]([C:5]1[S:9][C:8]([CH2:10][CH2:11][CH2:12][C:13]([O:15][CH3:16])=[O:14])=[CH:7][CH:6]=1)=[O:4].[F:17][C:18]([Si](C)(C)C)([F:20])[F:19]>COCCOC>[F:17][C:18]([F:20])([F:19])[CH:3]([C:5]1[S:9][C:8]([CH2:10][CH2:11][CH2:12][C:13]([O:15][CH3:16])=[O:14])=[CH:7][CH:6]=1)[OH:4] |f:0.1|. Reported procedure: CsF (70 mg, 0.47 mmol) was added to a solution of methyl 4-(5-formylthiophen-2-yl)butanoate (1.0 g, 4.71 mmol) in dry 1,2-dimethoxyethane (5 MI) at 0° C., followed by trifluoromethyl trimethylsilane (0.8 MI, 5.65 mmol) dropwise. The reaction mixture was stirred at room temperature for 4 h, quenched with 3N HCl, and stirred for further 30 min. The crude product was extracted with EtOAc. The combined extracts were washed with brine, dried over anhydrous Na2SO4, and concentrated under reduced press... Reactants: Cc1c2c(cc3nc(C(F)(F)F)oc13)CCNCC2, Cc1ccc2c(-c3nnc(SCCCCCl)n3C)cccc2n1. Yields the product Cc1ccc2c(-c3nnc(SCCCCN4CCc5cc6nc(C(F)(F)F)oc6c(C)c5CC4)n3C)cccc2n1, Cl. As a reaction SMILES: [CH3:1][c:2]1[c:3]2[c:4]([cH:5][c:6]3[c:12]1[CH2:11][CH2:10][NH:9][CH2:8][CH2:7]3)[n:13][c:14]([C:16]([F:17])([F:18])[F:19])[o:15]2.[Cl:20][CH2:21][CH2:22][CH2:23][CH2:24][S:25][c:26]1[n:27]([CH3:42])[c:28](-[c:31]2[c:32]3[cH:33][cH:34][c:35]([CH3:41])[n:36][c:37]3[cH:38][cH:39][cH:40]2)[n:29][n:30]1>>[CH3:1][c:2]1[c:3]2[c:4]([cH:5][c:6]3[c:12]1[CH2:11][CH2:10][N:9]([CH2:21][CH2:22][CH2:23][CH2:24][S:25][c:26]1[n:27]([CH3:42])[c:28](-[c:31]4[c:32]5[cH:33][cH:34][c:35]([CH3:41])[n:36][c:37]5[cH:38][cH:39][cH:40]4)[n:29][n:30]1)[CH2:8][CH2:7]3)[n:13][c:14]([C:16]([F:17])([F:18])[F:19])[o:15]2.[ClH:20]. Reactants: Cc1cc(COc2nn(Cc3ccccc3)cc2CO)ccc1OCc1nc(-c2ccco2)oc1C, C1CCOC1. Yields the product Cc1cc(COc2nn(Cc3ccccc3)cc2C=O)ccc1OCc1nc(-c2ccco2)oc1C. RXN SMILES: [CH2:1]([c:2]1[cH:3][cH:4][cH:5][cH:6][cH:7]1)[n:8]1[n:9][c:10]([O:15][CH2:16][c:17]2[cH:18][c:19]([CH3:36])[c:20]([O:23][CH2:24][c:25]3[n:26][c:27](-[c:31]4[o:32][cH:33][cH:34][cH:35]4)[o:28][c:29]3[CH3:30])[cH:21][cH:22]2)[c:11]([CH2:13][OH:14])[cH:12]1.[O:37]1[CH2:38][CH2:39][CH2:40][CH2:41]1>>[CH2:1]([c:2]1[cH:3][cH:4][cH:5][cH:6][cH:7]1)[n:8]1[n:9][c:10]([O:15][CH2:16][c:17]2[cH:18][c:19]([CH3:36])[c:20]([O:23][CH2:24][c:25]3[n:26][c:27](-[c:31]4[o:32][cH:33][cH:34][cH:35]4)[o:28][c:29]3[CH3:30])[cH:21][cH:22]2)[c:11]([CH:13]=[O:14])[cH:12]1. Reactants: C1=CC=CC=2C3=CC=CC=C3C(C12)COC(=O)NC1=CC=C(C=C1)SC1=C(C=C(S1)C(=O)OCC)[N+](=O)[O-] (Ethyl 5-(4-(((9H-fluoren-9-yl)methoxy)carbonylamino)phenylthio)-4-nitrothiophene-2-carboxylate), [Cl-].[NH4+] (ammonium chloride). Reagents/catalysts: [Fe] (iron). The solvent is C(C)O (ethanol), O1CCCC1 (tetrahydrofuran), O (water), C(C)(=O)OCC (ethyl acetate). Yields the product C1=CC=CC=2C3=CC=CC=C3C(C12)COC(=O)NC1=CC=C(C=C1)SC1=C(C=C(S1)C(=O)OCC)N (Ethyl 5-(4-(((9H-fluoren-9-yl)methoxy)carbonylamino)phenylthio)-4-aminothiophene-2-carboxylate). Isolated yield 80.5%. RXN SMILES: [CH:1]1[C:13]2[CH:12]([CH2:14][O:15][C:16]([NH:18][C:19]3[CH:24]=[CH:23][C:22]([S:25][C:26]4[S:30][C:29]([C:31]([O:33][CH2:34][CH3:35])=[O:32])=[CH:28][C:27]=4[N+:36]([O-])=O)=[CH:21][CH:20]=3)=[O:17])[C:11]3[C:6](=[CH:7][CH:8]=[CH:9][CH:10]=3)[C:5]=2[CH:4]=[CH:3][CH:2]=1.[Cl-].[NH4+]>C(O)C.O1CCCC1.O.C(OCC)(=O)C.[Fe]>[CH:1]1[C:13]2[CH:12]([CH2:14][O:15][C:16]([NH:18][C:19]3[CH:24]=[CH:23][C:22]([S:25][C:26]4[S:30][C:29]([C:31]([O:33][CH2:34][CH3:35])=[O:32])=[CH:28][C:27]=4[NH2:36])=[CH:21][CH:20]=3)=[O:17])[C:11]3[C:6](=[CH:7][CH:8]=[CH:9][CH:10]=3)[C:5]=2[CH:4]=[CH:3][CH:2]=1 |f:1.2|. Procedure details: A solution of the product of Example 430C (0.918 g, 1.679 mmol) in ethanol (14 mL) and tetrahydrofuran (14 mL) was treated with iron powder (0.577 g, 10.33 mmol) and a solution of ammonium chloride (0.588 g, 10.99 mmol) in water (7 mL), then refluxed for one hour. The reaction was cooled, diluted with ethyl acetate (100 mL), and washed with water (3×25 mL) and brine (25 mL). The organic extract was dried over sodium sulfate, filtered, and concentrated by rotary evaporation to afford the title co... Starting materials: [Cl-].[Na+] (Sodium chloride), O[C@H]1CS[C@@H](O1)C(=O)O (Trans-5-hydroxy-1,3-oxathiolane-2-carboxylic acid), C(C)(=O)OC(C)=O (acetic anhydride), C([O-])(O)=O.[Na+] (sodium bicarbonate). Reagents/catalysts: CS(=O)(=O)O (methanesulphonic acid). Run at time 60 minute. The product is C(C)(=O)O[C@H]1CS[C@@H](O1)C(=O)O (Trans-5-Acetoxy-1,3-Oxathiolane-2-Carboxylic Acid). The yield is 82.6%. Reaction SMILES: [OH:1][C@@H:2]1[O:6][C@@H:5]([C:7]([OH:9])=[O:8])[S:4][CH2:3]1.[C:10](OC(=O)C)(=[O:12])[CH3:11].C(=O)(O)[O-].[Na+].[Cl-].[Na+]>CS(O)(=O)=O>[C:10]([O:1][C@@H:2]1[O:6][C@@H:5]([C:7]([OH:9])=[O:8])[S:4][CH2:3]1)(=[O:12])[CH3:11] |f:2.3,4.5|. Procedure: Trans-5-hydroxy-1,3-oxathiolane-2-carboxylic acid (250 g, 1.67 mol) was added, in portions, to a stirred solution of acetic anhydride (0.625 L, 6.62 mol) and methanesulphonic acid (5 mL, 77 mmol) at room temperature. The resultant clear solution was stirred at room temperature for 60 minutes, slowly added to stirred aqueous 0.03M sodium bicarbonate solution (2.5 L) and then the mixture was stirred for a further 60 minutes. Sodium chloride (750 g, 12.83 mol) was added and the mixture was stirred ...